Dataset: the Open Reaction Database (ORD), a public repository of structured organic reaction records. Task: describe an organic reaction: reactants, conditions, products, and yield Starting materials: ClC=1C=CC(=C(C(=O)NCCC=2SC(=CC2C)S(N)(=O)=O)C1)OC (2-[2-(5-chloro-2-methoxybenzoyl-amino)ethyl]-3-methyl-5-sulfamoylthiophene), O([K])C#N (KOCN). Solvent: C(C)N(CC)CC (triethylamine). Yields the product ClC=1C=CC(=C(C(=O)NCCC=2SC(=CC2C)S(=O)(=O)NC(=O)N)C1)OC (2-[2-(5-Chloro-2-methoxybenzoylamino)ethyl]-3-methyl-5-(aminocarbonylaminosulfonyl)thiophene). RXN SMILES: [Cl:1][C:2]1[CH:3]=[CH:4][C:5]([O:23][CH3:24])=[C:6]([CH:22]=1)[C:7]([NH:9][CH2:10][CH2:11][C:12]1[S:13][C:14]([S:18](=[O:21])(=[O:20])[NH2:19])=[CH:15][C:16]=1[CH3:17])=[O:8].[O:25]([C:27]#[N:28])[K]>C(N(CC)CC)C>[Cl:1][C:2]1[CH:3]=[CH:4][C:5]([O:23][CH3:24])=[C:6]([CH:22]=1)[C:7]([NH:9][CH2:10][CH2:11][C:12]1[S:13][C:14]([S:18]([NH:19][C:27]([NH2:28])=[O:25])(=[O:20])=[O:21])=[CH:15][C:16]=1[CH3:17])=[O:8]. Reported procedure: 311 mg (0.8 mmol) of 2-[2-(5-chloro-2-methoxybenzoyl-amino)ethyl]-3-methyl-5-sulfamoylthiophene were treated with 448 mg of KOCN and 0.6 ml of triethylamine, and the mixture was then heated to reflux for 4 h. The cooled solution was filtered and evaporated to dryness. The residue was stirred with 40 ml of H2O, 25 ml of triethylamine and 25 ml of ethyl acetate. The organic phase was extracted 3 times with water/1% triethylamine. The combined aqueous phases were acidified with 2N hydrochloric acid... Reactants: ClCCCl, COc1ccc(C2CCCCC2=O)cc1, C[NH2+]C, CC(=O)Cl, CC#N, ClCCl, Cl, [Na+], [OH-]. Yields the product COc1ccc(C2CCCC(CN(C)C)C2=O)cc1. Reaction SMILES: [CH2:16]([Cl:17])[CH2:18][Cl:19].[CH3:1][O:2][c:3]1[cH:4][cH:5][c:6]([CH:9]2[C:10](=[O:15])[CH2:11][CH2:12][CH2:13][CH2:14]2)[cH:7][cH:8]1.[CH3:20][NH2+:21][CH3:22].[CH3:23][C:24](=[O:25])[Cl:26].[CH3:33][C:34]#[N:35].[Cl:30][CH2:31][Cl:32].[ClH:27].[Na+:29].[OH-:28]>>[CH3:1][O:2][c:3]1[cH:4][cH:5][c:6]([CH:9]2[C:10](=[O:15])[CH:11]([CH2:23][N:21]([CH3:20])[CH3:22])[CH2:12][CH2:13][CH2:14]2)[cH:7][cH:8]1. Starting materials: C1COCCO1, CO, COc1cc(C(=O)N(C)Cc2csc(NC(=O)NCc3cccc(F)c3)n2)c(Cl)nn1, N#N, c1ccc(P(c2ccccc2)(c2ccccc2)[Pd](P(c2ccccc2)(c2ccccc2)c2ccccc2)(P(c2ccccc2)(c2ccccc2)c2ccccc2)P(c2ccccc2)(c2ccccc2)c2ccccc2)cc1. The product is COc1cc(C(=O)N(C)Cc2csc(NC(=O)NCc3cccc(F)c3)n2)c(C)nn1. Reaction SMILES: [CH2:36]1[O:37][CH2:38][CH2:39][O:40][CH2:41]1.[CH3:34][OH:35].[F:3][c:4]1[cH:5][c:6]([CH2:7][NH:8][C:9](=[O:10])[NH:11][c:12]2[s:13][cH:14][c:15]([CH2:17][N:18]([C:19](=[O:20])[c:21]3[c:22]([Cl:29])[n:23][n:24][c:25]([O:27][CH3:28])[cH:26]3)[CH3:30])[n:16]2)[cH:31][cH:32][cH:33]1.[N:1]#[N:2].[cH:42]1[cH:43][cH:44][c:45]([P:46]([Pd:47]([P:48]([c:49]2[cH:50][cH:51][cH:52][cH:53][cH:54]2)([c:55]2[cH:56][cH:57][cH:58][cH:59][cH:60]2)[c:61]2[cH:62][cH:63][cH:64][cH:65][cH:66]2)([P:67]([c:68]2[cH:69][cH:70][cH:71][cH:72][cH:73]2)([c:74]2[cH:75][cH:76][cH:77][cH:78][cH:79]2)[c:80]2[cH:81][cH:82][cH:83][cH:84][cH:85]2)[P:86]([c:87]2[cH:88][cH:89][cH:90][cH:91][cH:92]2)([c:93]2[cH:94][cH:95][cH:96][cH:97][cH:98]2)[c:99]2[cH:100][cH:101][cH:102][cH:103][cH:104]2)([c:105]2[cH:106][cH:107][cH:108][cH:109][cH:110]2)[c:111]2[cH:112][cH:113][cH:114][cH:115][cH:116]2)[cH:117][cH:118]1>>[F:3][c:4]1[cH:5][c:6]([CH2:7][NH:8][C:9](=[O:10])[NH:11][c:12]2[s:13][cH:14][c:15]([CH2:17][N:18]([C:19](=[O:20])[c:21]3[c:22]([CH3:34])[n:23][n:24][c:25]([O:27][CH3:28])[cH:26]3)[CH3:30])[n:16]2)[cH:31][cH:32][cH:33]1.